This data is from the Open Reaction Database (ORD), a public repository of structured organic reaction records. The task is: describe an organic reaction: reactants, conditions, products, and yield Starting materials: CS(C)=O, COc1cc2c(Cl)ccnc2cc1OCc1ccccc1, [K+], [OH-], O, O=C(O)c1cccc2cc(O)ccc12. The product is COc1cc2c(Oc3ccc4c(C(=O)O)cccc4c3)ccnc2cc1OCc1ccccc1. Reaction SMILES: [CH3:39][S:40]([CH3:41])=[O:42].[Cl:1][c:2]1[cH:3][cH:4][n:5][c:6]2[cH:7][c:8]([O:14][CH2:15][c:16]3[cH:17][cH:18][cH:19][cH:20][cH:21]3)[c:9]([O:12][CH3:13])[cH:10][c:11]12.[K+:37].[OH-:36].[OH2:38].[OH:22][c:23]1[cH:24][c:25]2[cH:26][cH:27][cH:28][c:29]([C:33](=[O:34])[OH:35])[c:30]2[cH:31][cH:32]1>>[c:2]1([O:22][c:23]2[cH:24][c:25]3[cH:26][cH:27][cH:28][c:29]([C:33](=[O:34])[OH:35])[c:30]3[cH:31][cH:32]2)[cH:3][cH:4][n:5][c:6]2[cH:7][c:8]([O:14][CH2:15][c:16]3[cH:17][cH:18][cH:19][cH:20][cH:21]3)[c:9]([O:12][CH3:13])[cH:10][c:11]12. The reactants are CC1=C(C=C(C=C1)C)NC1=C(C=NC=2N1N=CC2C(=O)OCC)C(=O)O (7-(2,5-Dimethylphenylamino)-3-ethoxycarbonylpyrazolo[1,5-a]pyrimidine-6-carboxylic acid), Cl.FC1=CC2=C(C=C1)C1(CCNCC1)CO2 (6-fluoro-2H-spiro[benzofuran-3,4′-piperidine]hydrochloride). Product: CC1=C(C=C(C=C1)C)NC1=C(C=NC=2N1N=CC2C(=O)OCC)C(=O)N2CCC1(CC2)COC2=C1C=CC(=C2)F (7-(2,5-Dimethylphenylamino)-3-ethoxycarbonyl-6-(6-fluoro-2H-spiro[benzofuran-3,4′-piperidine]-1′-ylcarbonyl)pyrazolo[1,5-a]pyrimidine). The yield is 75.3%. As a reaction SMILES: [CH3:1][C:2]1[CH:7]=[CH:6][C:5]([CH3:8])=[CH:4][C:3]=1[NH:9][C:10]1[N:15]2[N:16]=[CH:17][C:18]([C:19]([O:21][CH2:22][CH3:23])=[O:20])=[C:14]2[N:13]=[CH:12][C:11]=1[C:24]([OH:26])=O.Cl.[F:28][C:29]1[CH:34]=[CH:33][C:32]2[C:35]3([CH2:41][O:42][C:31]=2[CH:30]=1)[CH2:40][CH2:39][NH:38][CH2:37][CH2:36]3>>[CH3:1][C:2]1[CH:7]=[CH:6][C:5]([CH3:8])=[CH:4][C:3]=1[NH:9][C:10]1[N:15]2[N:16]=[CH:17][C:18]([C:19]([O:21][CH2:22][CH3:23])=[O:20])=[C:14]2[N:13]=[CH:12][C:11]=1[C:24]([N:38]1[CH2:39][CH2:40][C:35]2([C:32]3[CH:33]=[CH:34][C:29]([F:28])=[CH:30][C:31]=3[O:42][CH2:41]2)[CH2:36][CH2:37]1)=[O:26] |f:1.2|. Procedure: In the same manner as in Example 21, step 5 and using 7-(2,5-dimethylphenylamino)-3-ethoxycarbonylpyrazolo[1,5-a]pyrimidine-6-carboxylic acid (0.123 g, 0.347 mmol) obtained in Example 88, step 2 and 6-fluoro-2H-spiro[benzofuran-3,4′-piperidine]hydrochloride (0.079 g, 0.382 mmol), the title compound (0.142 g, 76%) was obtained. Reactants: CCO, [K+], [OH-], O, CCOC(=O)CCSc1ccoc1. Product: O=C(O)CCSc1ccoc1. As a reaction SMILES: [CH3:16][CH2:17][OH:18].[K+:15].[OH-:14].[OH2:19].[o:1]1[cH:2][c:3]([S:6][CH2:7][CH2:8][C:9](=[O:10])[O:11][CH2:12][CH3:13])[cH:4][cH:5]1>>[o:1]1[cH:2][c:3]([S:6][CH2:7][CH2:8][C:9](=[O:10])[OH:11])[cH:4][cH:5]1. Starting materials: CO (methanol), ClC(=CC(C)(C)C)Cl (1,1-dichloro-3,3-dimethyl-1-butene), ClC1=CC=C(C=C1)O (p-chlorophenol), C[O-].[Na+] (sodium methylate). Solvent: CN(C=O)C (dimethylformamide), C(Cl)Cl (methylene chloride). The product is ClC=C(C(C)(C)C)OC1=CC=C(C=C1)Cl (1-chloro-3,3-dimethyl-2-(4'-chlorophenoxy)-1-butene). The yield is 81.6%. RXN SMILES: [Cl:1][C:2]1[CH:7]=[CH:6][C:5]([OH:8])=[CH:4][CH:3]=1.C[O-].[Na+].CO.[Cl:14][C:15](Cl)=[CH:16][C:17]([CH3:20])([CH3:19])[CH3:18]>CN(C)C=O.C(Cl)Cl>[Cl:14][CH:15]=[C:16]([O:8][C:5]1[CH:6]=[CH:7][C:2]([Cl:1])=[CH:3][CH:4]=1)[C:17]([CH3:20])([CH3:19])[CH3:18] |f:1.2|. Procedure details: 26 g (0.2 mol) of p-chlorophenol were reacted with 40 ml of 30% strength sodium methylate solution (0.2 mol) in 150 ml of dimethylformamide. After the methanol had been stripped off, a further 50 ml of dimethylformamide were distilled off under 20 mbar. 15.3 g (0.1 mol) of 1,1-dichloro-3,3-dimethyl-1-butene were then added and the mixture was heated under reflux for 18 hours. The solution was diluted with methylene chloride and extracted three times by shaking with dilute sodium hydroxide soluti... Reagents/catalysts: [Zn] (zinc). As a reaction SMILES: [Br:1][C:2]1[N:7]2[N:8]=[C:9]([O:11][CH3:12])[CH:10]=[C:6]2[CH:5]=[CH:4][CH:3]=1.[N:13]([O-])=O.[Na+].C(O)C.O>C(O)(=O)C.[Zn]>[Br:1][C:2]1[N:7]2[N:8]=[C:9]([O:11][CH3:12])[C:10]([NH2:13])=[C:6]2[CH:5]=[CH:4][CH:3]=1 |f:1.2|. Isolated yield 70.3%. Conditions: time 20 minute. Procedure: After dissolving 7-bromo-2-methoxypyrazolo[1,5-a]pyridine (1 g) in acetic acid (10 mL), an aqueous solution (5 mL) containing sodium nitrite (334 mg) was added and the mixture was stirred at room temperature for 20 minutes. After adding ethanol (60 mL) and water (30 mL) to the reaction mixture, zinc powder (1 g) was added and the mixture was heated and stirred at 60° C. for 30 minutes. The insoluble residue was filtered out, water was added, and extraction was performed with ethyl acetate. After... The product is BrC1=CC=CC=2N1N=C(C2N)OC (7-Bromo-2-methoxypyrazolo[1,5-a]pyridine-3-amine). Starting materials: BrC1=CC=CC=2N1N=C(C2)OC (7-bromo-2-methoxypyrazolo[1,5-a]pyridine), solution, N(=O)[O-].[Na+] (sodium nitrite), C(C)O (ethanol), O (water). Run in C(C)(=O)O (acetic acid). Starting materials: C=C(OC)C(CC#CC)C(C)=O, CCOC(C)=O, [H][H], c1ccc2ncccc2c1. The product is C=C(OC)C(CC=CC)C(C)=O. Reaction SMILES: [CH3:1][O:2][C:3](=[CH2:4])[CH:5]([CH2:6][C:7]#[C:8][CH3:9])[C:10]([CH3:11])=[O:12].[CH3:25][CH2:26][O:27][C:28](=[O:29])[CH3:30].[H:23][H:24].[cH:13]1[cH:14][c:15]2[c:16]([n:17][cH:18][cH:19][cH:20]2)[cH:21][cH:22]1>>[CH3:1][O:2][C:3](=[CH2:4])[CH:5]([CH2:6][CH:7]=[CH:8][CH3:9])[C:10]([CH3:11])=[O:12].